From a dataset of the Open Reaction Database (ORD), a public repository of structured organic reaction records. describe an organic reaction: reactants, conditions, products, and yield Reactants: CN(C)C=O, CCOC(=O)CCCl, [H-], [H][H], [Na+], N#CC(c1ccccc1)c1ccccc1. The product is CCOC(=O)CCC(C#N)(c1ccccc1)c1ccccc1. Reaction SMILES: [CH3:28][N:29]([CH3:30])[CH:31]=[O:32].[Cl:20][CH2:21][CH2:22][C:23](=[O:24])[O:25][CH2:26][CH3:27].[H-:1].[H:18][H:19].[Na+:2].[c:3]1([CH:9]([C:10]#[N:11])[c:12]2[cH:13][cH:14][cH:15][cH:16][cH:17]2)[cH:4][cH:5][cH:6][cH:7][cH:8]1>>[c:3]1([C:9]([C:10]#[N:11])([c:12]2[cH:13][cH:14][cH:15][cH:16][cH:17]2)[CH2:21][CH2:22][C:23](=[O:24])[O:25][CH2:26][CH3:27])[cH:4][cH:5][cH:6][cH:7][cH:8]1. Reactants: COC=1C(=CC=CC1)N (o-anisidine), C=CC1=CC=CC=C1 (styrene). Run in C(C)(=O)OCC.CCCCCC (ethyl acetate n-hexane). The product is C1(=CC=CC=C1)CCNC1=C(C=CC=C1)OC (N-(2-phenylethyl)-(o-methoxy)aniline). Isolated yield 85.0%. RXN SMILES: [CH3:1][O:2][C:3]1[C:4]([NH2:9])=[CH:5][CH:6]=[CH:7][CH:8]=1.[CH2:10]=[CH:11][C:12]1[CH:17]=[CH:16][CH:15]=[CH:14][CH:13]=1>C(OCC)(=O)C.CCCCCC>[C:12]1([CH2:11][CH2:10][NH:9][C:4]2[CH:5]=[CH:6][CH:7]=[CH:8][C:3]=2[O:2][CH3:1])[CH:17]=[CH:16][CH:15]=[CH:14][CH:13]=1 |f:2.3|. Procedure details: According to GWM, 0.011 mol (=1.25 ml) of o-anisidine and 0.011 mol (=1.25 ml) of styrene are reacted with one another. The product is isolated by column chromatography using ethyl acetate/n-hexane (1:5) as eluent, the product N-(2-phenylethyl)-(o-methoxy)aniline being obtained as a slightly pink liquid. The reactants are Compound 543, BrC=1C(=CC(=NC1)OC)Cl (5-bromo-4-chloro-2-methoxypyridine), CN1N=CC(=C1)B1OC(C(O1)(C)C)(C)C (1-methyl-4-(4,4,5,5-tetramethyl-1,3,2-dioxaborolan-2-yl)-1H-pyrazole). The product is ClC1=CC(=NC=C1C=1C=NN(C1)C)OC (4-chloro-2-methoxy-5-(1-methyl-1H-pyrazol-4-yl)pyridine). As a reaction SMILES: Br[C:2]1[C:3]([Cl:10])=[CH:4][C:5]([O:8][CH3:9])=[N:6][CH:7]=1.[CH3:11][N:12]1[CH:16]=[C:15](B2OC(C)(C)C(C)(C)O2)[CH:14]=[N:13]1>>[Cl:10][C:3]1[C:2]([C:15]2[CH:14]=[N:13][N:12]([CH3:11])[CH:16]=2)=[CH:7][N:6]=[C:5]([O:8][CH3:9])[CH:4]=1. Reported procedure: Alternative way to prepare Compound 543: first, 5-bromo-4-chloro-2-methoxypyridine was reacted with 1-methyl-4-(4,4,5,5-tetramethyl-1,3,2-dioxaborolan-2-yl)-1H-pyrazole under the standard Suzuki-Coupling condition to form 4-chloro-2-methoxy-5-(1-methyl-1H-pyrazol-4-yl)pyridine; then it was subject to HBr hydrolysis, followed by a second Suzuki-Coupling with (4-ethoxy-2-methylphenyl)boronic acid, then reaction with BnNH2 as described herein. Hydrogen chloride salt: 1H NMR (DMSO-d6, 400 MHz) 1H NM... Starting materials: C1COCCN1, CC#N, O, CC(OP(=O)(Oc1ccccc1)Oc1ccccc1)=C(C(=O)OCc1ccc([N+](=O)[O-])cc1)N1C(=O)C2N=C(Cc3ccccc3)SC21. Product: CC(=C(C(=O)OCc1ccc([N+](=O)[O-])cc1)N1C(=O)C2N=C(Cc3ccccc3)SC21)N1CCOCC1. As a reaction SMILES: [CH2:49]1[CH2:50][O:51][CH2:52][CH2:53][NH:54]1.[CH3:56][C:57]#[N:58].[OH2:55].[P:1]([O:2][C:18](=[C:19]([C:20](=[O:21])[O:22][CH2:23][c:24]1[cH:25][cH:26][c:27]([N+:30](=[O:31])[O-:32])[cH:28][cH:29]1)[N:33]1[CH:34]2[S:35][C:36]([CH2:41][c:42]3[cH:43][cH:44][cH:45][cH:46][cH:47]3)=[N:37][CH:38]2[C:39]1=[O:40])[CH3:48])([O:3][c:4]1[cH:5][cH:6][cH:7][cH:8][cH:9]1)([O:10][c:11]1[cH:12][cH:13][cH:14][cH:15][cH:16]1)=[O:17]>>[C:18](=[C:19]([C:20](=[O:21])[O:22][CH2:23][c:24]1[cH:25][cH:26][c:27]([N+:30](=[O:31])[O-:32])[cH:28][cH:29]1)[N:33]1[CH:34]2[S:35][C:36]([CH2:41][c:42]3[cH:43][cH:44][cH:45][cH:46][cH:47]3)=[N:37][CH:38]2[C:39]1=[O:40])([CH3:48])[N:54]1[CH2:49][CH2:50][O:51][CH2:52][CH2:53]1.